From a dataset of the Open Reaction Database (ORD), a public repository of structured organic reaction records. describe an organic reaction: reactants, conditions, products, and yield The reactants are N1(CCOCC1)C1=CC(NC(=N1)CC(N1CCC2=C(C=CC=C12)OC(F)(F)F)=O)=O (6-(morpholin-4-yl)-2-{2-oxo-2-[4-(trifluoromethoxy)-2,3-dihydro-1H-indol-1-yl]ethyl}pyrimidin-4(3H)-one), N1=CC=CC=C1 (pyridine), Cl.CN(CCCN=C=NCC)C (N-[3-(dimethylamino)propyl]-N′-ethylcarbodiimide hydrochloride), N1(CCOCC1)C=1N=C(NC(C1)=O)CC(=O)[O-].[Na+] (sodium [4-(morpholin-4-yl)-6-oxo-1,6-dihydropyrimidin-2-yl]acetate). The solvent is C(C)(=O)OCC (ethyl acetate), O (water), CN(C=O)C (N,N-dimethylformamide). Conditions: time 15 minute. The product is COC1=C(C=CC=C1)C1=C2CCN(C2=CC=C1)C(CC1=NC(=CC(N1)=O)N1CCOCC1)=O (2-{2-[4-(2-methoxyphenyl)-2,3-dihydro-1H-indol-1-yl]-2-oxoethyl}-6-(morpholin-4-yl)pyrimidin-4(3H)-one). As a reaction SMILES: [N:1]1[CH:6]=[CH:5][CH:4]=[CH:3][CH:2]=1.Cl.CN(C)[CH2:10][CH2:11][CH2:12]N=C=NCC.[N:19]1([C:25]2[N:26]=[C:27]([CH2:32][C:33]([O-:35])=O)[NH:28][C:29](=[O:31])[CH:30]=2)[CH2:24][CH2:23][O:22][CH2:21][CH2:20]1.[Na+].N1(C2N=C(CC(=O)N3[C:59]4[C:54](=[C:55]([O:60][C:61](F)(F)F)[CH:56]=[CH:57][CH:58]=4)CC3)NC(=O)C=2)CCOCC1>CN(C)C=O.C(OCC)(=O)C.O>[CH3:61][O:60][C:55]1[CH:56]=[CH:57][CH:58]=[CH:59][C:54]=1[C:10]1[CH:11]=[CH:12][CH:2]=[C:3]2[C:4]=1[CH2:5][CH2:6][N:1]2[C:33](=[O:35])[CH2:32][C:27]1[NH:28][C:29](=[O:31])[CH:30]=[C:25]([N:19]2[CH2:20][CH2:21][O:22][CH2:23][CH2:24]2)[N:26]=1 |f:1.2,3.4|. Procedure details: 0.105 ml of pyridine and 165 mg of N-[3-(dimethylamino)propyl]-N′-ethylcarbodiimide hydrochloride are successively added to a solution of 170 mg of sodium [4-(morpholin-4-yl)-6-oxo-1,6-dihydropyrimidin-2-yl]acetate (example 1d, step 2d) in 3 ml of N,N-dimethylformamide. After stirring at ambient temperature for 15 minutes, 140 mg of 4-(2-methoxyphenyl)-2,3-dihydro-1H-indole (reference example 3d) are added. The reaction mixture is stirred at ambient temperature for 16 hours, and then 20 ml of wa... The reactants are CCOC(=O)N1CCN(C(=O)C(CCCCOCc2ccccc2)NC(=O)OCC2c3ccccc3-c3ccccc32)CC1, C1COCCN1, CN(C)C=O. Yields the product CCOC(=O)N1CCN(C(=O)C(N)CCCCOCc2ccccc2)CC1. As a reaction SMILES: [CH2:1]([CH3:2])[O:3][C:4](=[O:5])[N:6]1[CH2:7][CH2:8][N:9]([C:12]([CH:13]([CH2:14][CH2:15][CH2:16][CH2:17][O:18][CH2:19][c:20]2[cH:21][cH:22][cH:23][cH:24][cH:25]2)[NH:26][C:27]([O:28][CH2:29][CH:30]2[c:31]3[cH:32][cH:33][cH:34][cH:35][c:36]3-[c:37]3[c:38]2[cH:39][cH:40][cH:41][cH:42]3)=[O:43])=[O:44])[CH2:10][CH2:11]1.[CH2:45]1[NH:46][CH2:47][CH2:48][O:49][CH2:50]1.[O:51]=[CH:52][N:53]([CH3:54])[CH3:55]>>[CH2:1]([CH3:2])[O:3][C:4](=[O:5])[N:6]1[CH2:7][CH2:8][N:9]([C:12]([CH:13]([CH2:14][CH2:15][CH2:16][CH2:17][O:18][CH2:19][c:20]2[cH:21][cH:22][cH:23][cH:24][cH:25]2)[NH2:26])=[O:44])[CH2:10][CH2:11]1.